This data is from the Open Reaction Database (ORD), a public repository of structured organic reaction records. The task is: describe an organic reaction: reactants, conditions, products, and yield The reactants are C[Si](C)(C)[N-][Si](C)(C)C, [Cl-], COc1ccc(Cl)cc1N=C=S, ClCCl, [Li+], [NH4+], C1CCOC1, O=c1cc(-c2ccncn2)nc2n1CCCCC2. The product is COc1ccc(Cl)cc1NC(=S)C1CCCCn2c1nc(-c1ccncn1)cc2=O. Reaction SMILES: [CH3:19][Si:20]([N-:21][Si:22]([CH3:23])([CH3:24])[CH3:25])([CH3:26])[CH3:27].[Cl-:46].[Cl:29][c:30]1[cH:31][c:32]([N:38]=[C:39]=[S:40])[c:33]([O:36][CH3:37])[cH:34][cH:35]1.[Cl:48][CH2:49][Cl:50].[Li+:28].[NH4+:47].[O:41]1[CH2:42][CH2:43][CH2:44][CH2:45]1.[n:1]1[cH:2][n:3][c:4](-[c:7]2[n:8][c:9]3[n:10]([c:16](=[O:18])[cH:17]2)[CH2:11][CH2:12][CH2:13][CH2:14][CH2:15]3)[cH:5][cH:6]1>>[n:1]1[cH:2][n:3][c:4](-[c:7]2[n:8][c:9]3[n:10]([c:16](=[O:18])[cH:17]2)[CH2:11][CH2:12][CH2:13][CH2:14][CH:15]3[C:39]([NH:38][c:32]2[cH:31][c:30]([Cl:29])[cH:35][cH:34][c:33]2[O:36][CH3:37])=[S:40])[cH:5][cH:6]1.